The task is: describe an organic reaction: reactants, conditions, products, and yield. This data is from the Open Reaction Database (ORD), a public repository of structured organic reaction records. Reactants: FC=1C(=C2C(=NC1)N(C(=C2)C2=CCC(CC2)C(=O)OCC)S(=O)(=O)C2=CC=CC=C2)C2=C(C=CC(=C2)F)OC (ethyl 4-(5-fluoro-4-(5-fluoro-2-methoxyphenyl)-1-(phenylsulfonyl)-1H-pyrrolo[2,3-b]pyridin-2-yl)cyclohex-3-enecarboxylate), [OH-].[Na+] (sodium hydroxide). Solvent: O1CCOCC1 (dioxane). Product: FC=1C(=C2C(=NC1)NC(=C2)C2=CCC(CC2)C(=O)O)C2=C(C=CC(=C2)F)OC (4-[5-fluoro-4-(5-fluoro-2-methoxyphenyl)-1H-pyrrolo[2,3-b]pyridin-2-yl]cyclohex-3-ene-1-carboxylic acid). As a reaction SMILES: [F:1][C:2]1[C:3]([C:31]2[CH:36]=[C:35]([F:37])[CH:34]=[CH:33][C:32]=2[O:38][CH3:39])=[C:4]2[CH:10]=[C:9]([C:11]3[CH2:16][CH2:15][CH:14]([C:17]([O:19]CC)=[O:18])[CH2:13][CH:12]=3)[N:8](S(C3C=CC=CC=3)(=O)=O)[C:5]2=[N:6][CH:7]=1.[OH-].[Na+]>O1CCOCC1>[F:1][C:2]1[C:3]([C:31]2[CH:36]=[C:35]([F:37])[CH:34]=[CH:33][C:32]=2[O:38][CH3:39])=[C:4]2[CH:10]=[C:9]([C:11]3[CH2:16][CH2:15][CH:14]([C:17]([OH:19])=[O:18])[CH2:13][CH:12]=3)[NH:8][C:5]2=[N:6][CH:7]=1 |f:1.2|. Procedure details: A suspension of Example 279B (1.1 g, 1.991 mmol) in 20 mL dioxane was treated with 6M aqueous sodium hydroxide (4.98 mL, 29.9 mmol) at 80° C. for 1 hour and at 100° C. for 2 hours. The mixture was cooled and most solvent removed in vacuo. The residue was diluted with 15 mL water and the basic layer extracted with ethyl acetate (twice). The organic layer was discarded. The basic aqueous layer was adjusted to ˜pH 7 with 1M hydrochloric acid, and extracted with ethyl acetate (twice) and dichloromet... Isolated yield 52.3%. Reaction conditions: temperature 105 celsius. Solvent: CN(C=O)C (dimethylformamide). Starting materials: NC=1C(N(N=C(C1I)Cl)C)=O (4-amino-6-chloro-5-iodo-2-methylpyridazin-3 (2H)-one), C(C(=O)C)(=O)O (pyruvic acid), N12CCN(CC1)CC2 (1,4-diazabicyclo[2.2.2]octane). The reagents and catalysts are C(C)(=O)[O-].[Pd+2].C(C)(=O)[O-] (palladium(II)acetate). As a reaction SMILES: [NH2:1][C:2]1[C:3](=[O:11])[N:4]([CH3:10])[N:5]=[C:6]([Cl:9])[C:7]=1I.[C:12]([OH:17])(=[O:16])[C:13]([CH3:15])=O.N12CCN(CC1)CC2>CN(C)C=O.C([O-])(=O)C.[Pd+2].C([O-])(=O)C>[Cl:9][C:6]1[C:7]2[CH:15]=[C:13]([C:12]([OH:17])=[O:16])[NH:1][C:2]=2[C:3](=[O:11])[N:4]([CH3:10])[N:5]=1 |f:4.5.6|. Procedure details: A mixture of Example 74b (0.59 g, 2.1 mmol), pyruvic acid (0.546 g, 6.2 mmol), 1,4-diazabicyclo[2.2.2]octane (0.695 g, 6.2 mmol), and palladium(II)acetate (0.046 g, 10 mol %) in dimethylformamide (8 mL) was degassed and back-filled with nitrogen three times. The reaction mixture was then heated at 105° C. overnight. The reaction mixture was cooled to room temperature and partitioned between ethyl acetate and water. The aqueous layer was extracted with additional ethyl acetate twice. The combined... The product is ClC1=NN(C(C2=C1C=C(N2)C(=O)O)=O)C (4-chloro-6-methyl-7-oxo-6,7-dihydro-1H-pyrrolo[3,2-d]pyridazine-2-carboxylic acid). The reactants are CCOC(=O)COc1ccc(OCc2sc(-c3ccc(C(F)(F)F)cc3)nc2CC)c(C)c1, CCOC(=O)COc1ccc(OCc2sc(-c3ccc(C(F)(F)F)cc3)nc2CC)c(Br)c1, ClCCl, CB(O)O, [Cs+], [F-], C1COCCO1. The product is CCc1nc(-c2ccc(C(F)(F)F)cc2)sc1COc1ccc(OCC(=O)O)cc1C. RXN SMILES: [CH2:1]([CH3:2])[O:3][C:4]([CH2:5][O:6][c:7]1[cH:8][c:9]([CH3:32])[c:10]([O:13][CH2:14][c:15]2[c:16]([CH2:30][CH3:31])[n:17][c:18](-[c:20]3[cH:21][cH:22][c:23]([C:26]([F:27])([F:28])[F:29])[cH:24][cH:25]3)[s:19]2)[cH:11][cH:12]1)=[O:33].[CH2:34]([O:35][C:36](=[O:37])[CH2:38][O:39][c:40]1[cH:41][cH:42][c:43]([O:44][CH2:45][c:46]2[s:47][c:48](-[c:49]3[cH:50][cH:51][c:52]([C:53]([F:54])([F:55])[F:56])[cH:57][cH:58]3)[n:59][c:60]2[CH2:61][CH3:62])[c:63]([Br:64])[cH:65]1)[CH3:66].[CH2:79]([Cl:80])[Cl:81].[CH3:67][B:68]([OH:69])[OH:70].[Cs+:72].[F-:71].[O:73]1[CH2:74][CH2:75][O:76][CH2:77][CH2:78]1>>[O:3]=[C:4]([CH2:5][O:6][c:7]1[cH:8][c:9]([CH3:32])[c:10]([O:13][CH2:14][c:15]2[c:16]([CH2:30][CH3:31])[n:17][c:18](-[c:20]3[cH:21][cH:22][c:23]([C:26]([F:27])([F:28])[F:29])[cH:24][cH:25]3)[s:19]2)[cH:11][cH:12]1)[OH:33]. Reactants: NC1=NC(=C(C(=N1)C)CCCN(C(CCl)=O)CC=1C=C(C=CC1)CC(=O)OC)NCCCCC (Methyl 2-(3-((N-(3-(2-amino-4-methyl-6-(pentylamino)pyrimidin-5-yl)propyl)-2-chloroacetamido)methyl)phenyl)acetate), CNC (dimethylamine). The solvent is CO (MeOH). Reaction conditions: time 72 hour. The product is NC1=NC(=C(C(=N1)C)CCCN(C(CN(C)C)=O)CC=1C=C(C=CC1)CC(=O)OC)NCCCCC (Methyl 2-(3-((N-(3-(2-amino-4-methyl-6-(pentylamino)pyrimidin-5-yl)propyl)-2-(dimethylamino)acetamido)methyl)phenyl)acetate). As a reaction SMILES: [NH2:1][C:2]1[N:7]=[C:6]([CH3:8])[C:5]([CH2:9][CH2:10][CH2:11][N:12]([CH2:17][C:18]2[CH:19]=[C:20]([CH2:24][C:25]([O:27][CH3:28])=[O:26])[CH:21]=[CH:22][CH:23]=2)[C:13](=[O:16])[CH2:14]Cl)=[C:4]([NH:29][CH2:30][CH2:31][CH2:32][CH2:33][CH3:34])[N:3]=1.[CH3:35][NH:36][CH3:37]>CO>[NH2:1][C:2]1[N:7]=[C:6]([CH3:8])[C:5]([CH2:9][CH2:10][CH2:11][N:12]([CH2:17][C:18]2[CH:19]=[C:20]([CH2:24][C:25]([O:27][CH3:28])=[O:26])[CH:21]=[CH:22][CH:23]=2)[C:13](=[O:16])[CH2:14][N:36]([CH3:37])[CH3:35])=[C:4]([NH:29][CH2:30][CH2:31][CH2:32][CH2:33][CH3:34])[N:3]=1. Reported procedure: The product from step (i) (0.1 g) was dissolved in MeOH and dimethylamine (2M in MeOH, 0.61 ml) was added. The reaction mixture was stirred for 72 h at rt, the solvents were evaporated and the residue purified by RPHPLC to give the title compound 24 mg. Starting materials: C1(=CC=CC=C1)/C=C/C=1N=C2N(C(C1C)=O)C1C(C=C2)(C(=O)O)C1 (2-trans-(2-phenyl-ethenyl)-3-methyl-6,7-methylen-4-oxo-4H-pyrido[1,2-a]pyrimidine-7-carboxylic acid), CI (methyl iodide), C(=O)([O-])[O-].[K+].[K+] (K2CO3). Run in CN(C=O)C (dimethylformamide). Reaction conditions: time 4 hour. The product is C1(=CC=CC=C1)/C=C/C=1N=C2N(C(C1C)=O)C1C(C=C2)(C(=O)OC)C1 (2-trans-(2-phenyl-ethenyl)-3-methyl-6,7-methylen-4-oxo-4H-pyrido[1,2-a]pyrimidine-7-carboxylic acid, methyl ester). Yield: 59.9%. As a reaction SMILES: [C:1]1(/[CH:7]=[CH:8]/[C:9]2[N:10]=[C:11]3[CH:20]=[CH:19][C:18]4([CH2:24][CH:17]4[N:12]3[C:13](=[O:16])[C:14]=2[CH3:15])[C:21]([OH:23])=[O:22])[CH:6]=[CH:5][CH:4]=[CH:3][CH:2]=1.CI.[C:27]([O-])([O-])=O.[K+].[K+]>CN(C)C=O>[C:1]1(/[CH:7]=[CH:8]/[C:9]2[N:10]=[C:11]3[CH:20]=[CH:19][C:18]4([CH2:24][CH:17]4[N:12]3[C:13](=[O:16])[C:14]=2[CH3:15])[C:21]([O:23][CH3:27])=[O:22])[CH:6]=[CH:5][CH:4]=[CH:3][CH:2]=1 |f:2.3.4|. Procedure: 2-trans-(2-phenyl-ethenyl)-3-methyl-6,7-methylen-4-oxo-4H-pyrido[1,2-a]pyrimidine-7-carboxylic acid (0.8 g) was reacted with methyl iodide (0.55 g) and anhydrous K2CO3 (0.65 g) in dimethylformamide (7 ml) under stirring at room temperature for 4 hours. After dilution with ice water the precipitate was filtered off: crystallization from acetone gave 0.5 g of 2-trans-(2-phenyl-ethenyl)-3-methyl-6,7-methylen-4-oxo-4H-pyrido[1,2-a]pyrimidine-7-carboxylic acid, methyl ester, m.p. 164°-165° C. Reactants: [BH4-], CC(C(=O)OC(C)(C)C)N1C(=O)c2ccccc2C1=O, C1CCOC1, CO, [Na+]. The product is CC(C(=O)OC(C)(C)C)N1C(=O)c2ccccc2C1O. As a reaction SMILES: [BH4-:21].[C:1]([CH3:2])([CH3:3])([CH3:4])[O:5][C:6]([CH:7]([CH3:8])[N:9]1[C:10](=[O:19])[c:11]2[cH:12][cH:13][cH:14][cH:15][c:16]2[C:17]1=[O:18])=[O:20].[CH2:23]1[O:24][CH2:25][CH2:26][CH2:27]1.[CH3:28][OH:29].[Na+:22]>>[C:1]([CH3:2])([CH3:3])([CH3:4])[O:5][C:6]([CH:7]([CH3:8])[N:9]1[C:10](=[O:19])[c:11]2[cH:12][cH:13][cH:14][cH:15][c:16]2[CH:17]1[OH:18])=[O:20]. Reactants: CC(C)(C)OC(=O)N1CC1Cc1ccccc1, CC(C)(C)OC(=O)NC(CN)Cc1ccccc1. The product is CC(C)(C)OC(=O)NC(CNCC(Cc1ccccc1)NC(=O)OC(C)(C)C)Cc1ccccc1. RXN SMILES: [C:19]([CH3:20])([CH3:21])([CH3:22])[O:23][C:24](=[O:25])[N:26]1[CH:27]([CH2:29][c:30]2[cH:31][cH:32][cH:33][cH:34][cH:35]2)[CH2:28]1.[NH2:1][CH2:2][CH:3]([CH2:4][c:5]1[cH:6][cH:7][cH:8][cH:9][cH:10]1)[NH:11][C:12]([O:13][C:14]([CH3:15])([CH3:16])[CH3:17])=[O:18]>>[NH:1]([CH2:2][CH:3]([CH2:4][c:5]1[cH:6][cH:7][cH:8][cH:9][cH:10]1)[NH:11][C:12]([O:13][C:14]([CH3:15])([CH3:16])[CH3:17])=[O:18])[CH2:28][CH:27]([NH:26][C:24]([O:23][C:19]([CH3:20])([CH3:21])[CH3:22])=[O:25])[CH2:29][c:30]1[cH:31][cH:32][cH:33][cH:34][cH:35]1.